This data is from the Open Reaction Database (ORD), a public repository of structured organic reaction records. The task is: describe an organic reaction: reactants, conditions, products, and yield The reactants are [Al+3], ClC(Cl)Cl, [H-], [H-], [H-], [H-], [Li+], [Na+], O=C(C1CC2(CCN1)OCCO2)N1CCCC1, C1CCOC1, [OH-], O. Yields the product C1CCN(CC2CC3(CCN2)OCCO3)C1. Reaction SMILES: [Al+3:19].[CH:32]([Cl:33])([Cl:34])[Cl:35].[H-:18].[H-:21].[H-:22].[H-:23].[Li+:20].[Na+:26].[O:1]1[CH2:2][CH2:3][O:4][C:5]12[CH2:6][CH:7]([C:11](=[O:12])[N:13]1[CH2:14][CH2:15][CH2:16][CH2:17]1)[NH:8][CH2:9][CH2:10]2.[O:27]1[CH2:28][CH2:29][CH2:30][CH2:31]1.[OH-:25].[OH2:24]>>[O:1]1[CH2:2][CH2:3][O:4][C:5]12[CH2:6][CH:7]([CH2:11][N:13]1[CH2:14][CH2:15][CH2:16][CH2:17]1)[NH:8][CH2:9][CH2:10]2. Starting materials: CCOC(=O)c1c(-c2cccnc2OC)c2nc(C)ccc2n1Cc1ccccc1F, Cl, [Li+], C1CCOC1, [OH-]. Yields the product COc1ncccc1-c1c(C(=O)O)n(Cc2ccccc2F)c2ccc(C)nc12. Reaction SMILES: [CH2:1]([CH3:2])[O:3][C:4](=[O:5])[c:6]1[c:7](-[c:24]2[c:25]([O:30][CH3:31])[n:26][cH:27][cH:28][cH:29]2)[c:8]2[n:9][c:10]([CH3:23])[cH:11][cH:12][c:13]2[n:14]1[CH2:15][c:16]1[c:17]([F:22])[cH:18][cH:19][cH:20][cH:21]1.[ClH:34].[Li+:32].[O:35]1[CH2:36][CH2:37][CH2:38][CH2:39]1.[OH-:33]>>[O:3]=[C:4]([OH:5])[c:6]1[c:7](-[c:24]2[c:25]([O:30][CH3:31])[n:26][cH:27][cH:28][cH:29]2)[c:8]2[n:9][c:10]([CH3:23])[cH:11][cH:12][c:13]2[n:14]1[CH2:15][c:16]1[c:17]([F:22])[cH:18][cH:19][cH:20][cH:21]1.